This data is from the Open Reaction Database (ORD), a public repository of structured organic reaction records. The task is: describe an organic reaction: reactants, conditions, products, and yield The reactants are CC(C)(C)OC(=O)N1CC(NC(=O)OCc2ccc([N+](=O)[O-])cc2)C1, C1COCCO1, Cl. The product is Cl, O=C(NC1CNC1)OCc1ccc([N+](=O)[O-])cc1. RXN SMILES: [C:1]([O:2][C:3](=[O:4])[N:8]1[CH2:9][CH:10]([NH:12][C:13](=[O:14])[O:15][CH2:16][c:17]2[cH:18][cH:19][c:20]([N+:23](=[O:24])[O-:25])[cH:21][cH:22]2)[CH2:11]1)([CH3:5])([CH3:6])[CH3:7].[CH2:27]1[O:28][CH2:29][CH2:30][O:31][CH2:32]1.[ClH:26]>>[ClH:26].[NH:8]1[CH2:9][CH:10]([NH:12][C:13](=[O:14])[O:15][CH2:16][c:17]2[cH:18][cH:19][c:20]([N+:23](=[O:24])[O-:25])[cH:21][cH:22]2)[CH2:11]1. Starting materials: O (water), C(C)NC1=CC(=CC=C1)C (N-Ethyl-m-toluidine), ice, C(=C)S(=O)(=O)F (vinylsulfonyl fluoride). Solvent: C(C)(C)O (isopropyl alcohol). Reaction conditions: time 1 hour. Product: FS(=O)(=O)CCN(C1=CC(=CC=C1)C)CC (N-(2-Fluorosulfonylethyl)-N-ethyl-m-toluidine). As a reaction SMILES: [CH2:1]([NH:3][C:4]1[CH:9]=[CH:8][CH:7]=[C:6]([CH3:10])[CH:5]=1)[CH3:2].[CH:11]([S:13]([F:16])(=[O:15])=[O:14])=[CH2:12].O>C(O)(C)C>[F:16][S:13]([CH2:11][CH2:12][N:3]([CH2:1][CH3:2])[C:4]1[CH:9]=[CH:8][CH:7]=[C:6]([CH3:10])[CH:5]=1)(=[O:15])=[O:14]. Procedure: N-Ethyl-m-toluidine (66.5 g) (0.05 m) is dissolved in isopropyl alcohol (75 ml) and vinylsulfonyl fluoride (55 g 0.5) is added dropwise over 1.25 hr. The reaction exotherms to 38° C. and the reaction mixture is stirred for 1 hr. at ambient temperature and drowned into 500 ml of ice and water. The product is collected by filtration, washed with water, and dried in air. The product melts at 32°-34° C. Starting materials: O=C(O)CNC(=O)c1ccc(OCc2ccccc2)cc1, CCN=C=NCCCN(C)C, CCN(C(C)C)C(C)C, Cl, Cl, O=C(c1ccccc1C(F)(F)F)N1CCNCC1, CN(C)C=O, O, On1nnc2ccccc21. Product: O=C(NCC(=O)N1CCN(C(=O)c2ccccc2C(F)(F)F)CC1)c1ccc(OCc2ccccc2)cc1. RXN SMILES: [CH2:10]([c:11]1[cH:12][cH:13][cH:14][cH:15][cH:16]1)[O:17][c:18]1[cH:19][cH:20][c:21]([C:22](=[O:23])[NH:24][CH2:25][C:26](=[O:27])[OH:28])[cH:29][cH:30]1.[CH3:41][CH2:42][N:43]=[C:44]=[N:45][CH2:46][CH2:47][CH2:48][N:49]([CH3:50])[CH3:51].[CH:1]([N:2]([CH2:3][CH3:4])[CH:5]([CH3:6])[CH3:7])([CH3:8])[CH3:9].[ClH:52].[ClH:53].[N:54]1([C:60](=[O:61])[c:62]2[c:63]([C:68]([F:69])([F:70])[F:71])[cH:64][cH:65][cH:66][cH:67]2)[CH2:55][CH2:56][NH:57][CH2:58][CH2:59]1.[O:72]=[CH:73][N:74]([CH3:75])[CH3:76].[OH2:77].[OH:31][n:32]1[c:33]2[c:34]([cH:35][cH:36][cH:37][cH:38]2)[n:39][n:40]1>>[CH2:10]([c:11]1[cH:12][cH:13][cH:14][cH:15][cH:16]1)[O:17][c:18]1[cH:19][cH:20][c:21]([C:22](=[O:23])[NH:24][CH2:25][C:26](=[O:28])[N:57]2[CH2:56][CH2:55][N:54]([C:60](=[O:61])[c:62]3[c:63]([C:68]([F:69])([F:70])[F:71])[cH:64][cH:65][cH:66][cH:67]3)[CH2:59][CH2:58]2)[cH:29][cH:30]1. The reactants are CC(C)(C)OC(=O)Cc1ccc(F)c(C#N)c1, O=C([O-])[O-], CS(C)=O, CCOC(C)=O, O=C(NCCc1ccc(Cl)cc1)c1ccc(O)cc1, [K+], [K+]. The product is CC(C)(C)OC(=O)Cc1ccc(Oc2ccc(C(=O)NCCc3ccc(Cl)cc3)cc2)c(C#N)c1. As a reaction SMILES: [C:1](#[N:2])[c:3]1[cH:4][c:5]([CH2:10][C:11](=[O:12])[O:13][C:14]([CH3:15])([CH3:16])[CH3:17])[cH:6][cH:7][c:8]1[F:9].[C:37](=[O:38])([O-:39])[O-:40].[CH3:43][S:44]([CH3:45])=[O:46].[CH3:47][CH2:48][O:49][C:50](=[O:51])[CH3:52].[Cl:18][c:19]1[cH:20][cH:21][c:22]([CH2:23][CH2:24][NH:25][C:26]([c:27]2[cH:28][cH:29][c:30]([OH:33])[cH:31][cH:32]2)=[O:34])[cH:35][cH:36]1.[K+:41].[K+:42]>>[C:1](#[N:2])[c:3]1[cH:4][c:5]([CH2:10][C:11](=[O:12])[O:13][C:14]([CH3:15])([CH3:16])[CH3:17])[cH:6][cH:7][c:8]1[O:33][c:30]1[cH:29][cH:28][c:27]([C:26]([NH:25][CH2:24][CH2:23][c:22]2[cH:21][cH:20][c:19]([Cl:18])[cH:36][cH:35]2)=[O:34])[cH:32][cH:31]1. Starting materials: C(C)(C)(C)NC1=NC=NC2=C(C=CC=C12)N (N4-(tert-butyl)quinazoline-4,8-diamine), CCN(C(C)C)C(C)C (DIPEA), ClC1=C(C(=O)O)C=C(C=C1)CNC(C(C)(C)C)=O (2-chloro-5-(pivalamidomethyl)benzoic acid), S(=O)(Cl)Cl (thionyl chloride). Run in C1CCOC1 (THF). Yields the product C(C)(C)(C)NC1=NC=NC2=C(C=CC=C12)NC(C1=C(C=CC(=C1)CNC(C(C)(C)C)=O)Cl)=O (N-(4-(tert-Butylamino)quinazolin-8-yl)-2-chloro-5-(pivalamidomethyl)benzamide). The yield is 79.0%. RXN SMILES: [C:1]([NH:5][C:6]1[C:15]2[C:10](=[C:11]([NH2:16])[CH:12]=[CH:13][CH:14]=2)[N:9]=[CH:8][N:7]=1)([CH3:4])([CH3:3])[CH3:2].[Cl:17][C:18]1[CH:26]=[CH:25][C:24]([CH2:27][NH:28][C:29](=[O:34])[C:30]([CH3:33])([CH3:32])[CH3:31])=[CH:23][C:19]=1[C:20](O)=[O:21].S(Cl)(Cl)=O.CCN(C(C)C)C(C)C>C1COCC1>[C:1]([NH:5][C:6]1[C:15]2[C:10](=[C:11]([NH:16][C:20](=[O:21])[C:19]3[CH:23]=[C:24]([CH2:27][NH:28][C:29](=[O:34])[C:30]([CH3:31])([CH3:32])[CH3:33])[CH:25]=[CH:26][C:18]=3[Cl:17])[CH:12]=[CH:13][CH:14]=2)[N:9]=[CH:8][N:7]=1)([CH3:4])([CH3:2])[CH3:3]. Procedure details: The title compound was prepared following the procedure described in Example-1 using N4-(tert-butyl)quinazoline-4,8-diamine (Intermediate-55, 50 mg, 0.23 mmol), 2-chloro-5-(pivalamidomethyl)benzoic acid (Intermediate-5, 93 mg, 0.34 mmol), thionyl chloride (1 mL), and DIPEA (119 mg, 0.92 mmol) in THF (2 mL) to afford 85 mg of the title product. 1H NMR (300 MHz, DMSO-d6): δ 10.11 (s, 1H), 8.69-8.67 (d, J=7.4 Hz, 1H), 8.49 (s, 1H), 8.16-8.13 (m, 2H), 7.58-7.38 (m, 5H), 4.31-4.29 (d, J=5.6 Hz, 2H), ... The reactants are CCC(=O)Oc1cc(C(C)C)c(Oc2ccc([N+](=O)[O-])c(O)c2)c(C(C)C)c1C, CO, [H][H]. Yields the product CCC(=O)Oc1cc(C(C)C)c(Oc2ccc(N)c(O)c2)c(C(C)C)c1C. RXN SMILES: [C:1]([CH2:2][CH3:3])(=[O:4])[O:5][c:6]1[c:7]([CH3:29])[c:8]([CH:26]([CH3:27])[CH3:28])[c:9]([O:15][c:16]2[cH:17][c:18]([OH:25])[c:19]([N+:22]([O-:23])=[O:24])[cH:20][cH:21]2)[c:10]([CH:12]([CH3:13])[CH3:14])[cH:11]1.[CH3:32][OH:33].[H:30][H:31]>>[C:1]([CH2:2][CH3:3])(=[O:4])[O:5][c:6]1[c:7]([CH3:29])[c:8]([CH:26]([CH3:27])[CH3:28])[c:9]([O:15][c:16]2[cH:17][c:18]([OH:25])[c:19]([NH2:22])[cH:20][cH:21]2)[c:10]([CH:12]([CH3:13])[CH3:14])[cH:11]1. Reactants: O=P(Cl)(Cl)Cl (Phosphorus oxytrichloride), COC=1C=C2C(NC=NC2=CC1OCC1=CC=NC=C1)=O (6-methoxy-7-(4-pyridylmethoxy)-3,4-dihydroquinazolin-4-one), CN(C1=CC=CC=C1)C (N,N-dimethylaniline). Solvent: C1(=CC=CC=C1)C (toluene). Yields the product ClC1=NC=NC2=CC(=C(C=C12)OC)OCC1=CC=NC=C1 (4-chloro-6-methoxy-7-(4-pyridylmethoxy)quinazoline). Isolated yield 41.0%. Reaction SMILES: O=P(Cl)(Cl)[Cl:3].[CH3:6][O:7][C:8]1[CH:9]=[C:10]2[C:15](=[CH:16][C:17]=1[O:18][CH2:19][C:20]1[CH:25]=[CH:24][N:23]=[CH:22][CH:21]=1)[N:14]=[CH:13][NH:12][C:11]2=O.CN(C)C1C=CC=CC=1>C1(C)C=CC=CC=1>[Cl:3][C:11]1[C:10]2[C:15](=[CH:16][C:17]([O:18][CH2:19][C:20]3[CH:25]=[CH:24][N:23]=[CH:22][CH:21]=3)=[C:8]([O:7][CH3:6])[CH:9]=2)[N:14]=[CH:13][N:12]=1. Procedure details: Phosphorus oxytrichloride (0.1 ml) was added to a mixture of 6-methoxy-7-(4-pyridylmethoxy)-3,4-dihydroquinazolin-4-one (81 mg, 0.29 mmol) and N,N-dimethylaniline (0.1 ml) in toluene (5 ml), and the mixture heated at reflux for 1 hour. The volatiles were removed by evaporation and the residue partitioned between methylene chloride and aqueous ammonia. The organic extract was separated, dried (MgSO4) and the solvent removed by evaporation. The residue was purified by chromatography on silica elut... Reactants: BrC1=CC=C2C(C(N(C2=C1)C(=O)OC(C)(C)C)=O)(COS(=O)(=O)C)COS(=O)(=O)C (tert-butyl 6-bromo-3,3-bis((methylsulfonyloxy)methyl)-2-oxoindoline-1-carboxylate), O.O.O.O.O.O.O.O.O.[S-2].[Na+].[Na+] (sodium sulfide nonahydrate), [Cl-].[NH4+] (ammonium chloride). The solvent is CN(C)C=O (DMF). Reaction conditions: temperature 110 celsius, time 3 hour. The product is BrC1=CC=C2C(=C1)NC(C21CSC1)=O (6-bromospiro[indoline-3,3′-thietan]-2-one). RXN SMILES: [Br:1][C:2]1[CH:10]=[C:9]2[C:5]([C:6]([CH2:25]OS(C)(=O)=O)([CH2:19]OS(C)(=O)=O)[C:7](=[O:18])[N:8]2C(OC(C)(C)C)=O)=[CH:4][CH:3]=1.O.O.O.O.O.O.O.O.O.[S-2:40].[Na+].[Na+].[Cl-].[NH4+]>CN(C=O)C>[Br:1][C:2]1[CH:10]=[C:9]2[NH:8][C:7](=[O:18])[C:6]3([CH2:19][S:40][CH2:25]3)[C:5]2=[CH:4][CH:3]=1 |f:1.2.3.4.5.6.7.8.9.10.11.12,13.14|. Reported procedure: To a solution of tert-butyl 6-bromo-3,3-bis((methylsulfonyloxy)methyl)-2-oxoindoline-1-carboxylate (3.70 g, 7.0 mmol) in anhydrous DMF (33 mL, deoxygenated with argon for 10 min) was added sodium sulfide nonahydrate (1.01 g, 4.20 mmol) under an argon atmosphere. The solution was stirred at 110° C. for 3 h, poured into saturated aqueous ammonium chloride solution and extracted with EtOAc. The combined organic extracts were dried over MgSO4, filtered and evaporated in vacuo. Purification by column... Starting materials: C[C@@H]1CC[C@H](CC1)NC(C=CC1=CC(=C(C=C1)OCCCl)OC)=O (N-(trans-4-methylcyclohexyl)-4-(2-chloroethoxy)-3-methoxycinnamamide), N1CCCC1 (pyrrolidine). Yields the product C[C@@H]1CC[C@H](CC1)NC(C=CC1=CC(=C(C=C1)OCCN1CCCC1)OC)=O (N-(trans-4-methylcyclohexyl)-4-[2-(1-pyrrolidinyl)ethoxy]-3-methoxycinnamamide). Reaction SMILES: [CH3:1][C@H:2]1[CH2:7][CH2:6][C@H:5]([NH:8][C:9](=[O:24])[CH:10]=[CH:11][C:12]2[CH:17]=[CH:16][C:15]([O:18][CH2:19][CH2:20]Cl)=[C:14]([O:22][CH3:23])[CH:13]=2)[CH2:4][CH2:3]1.[NH:25]1[CH2:29][CH2:28][CH2:27][CH2:26]1>>[CH3:1][C@H:2]1[CH2:7][CH2:6][C@H:5]([NH:8][C:9](=[O:24])[CH:10]=[CH:11][C:12]2[CH:17]=[CH:16][C:15]([O:18][CH2:19][CH2:20][N:25]3[CH2:29][CH2:28][CH2:27][CH2:26]3)=[C:14]([O:22][CH3:23])[CH:13]=2)[CH2:4][CH2:3]1. Procedure details: Using 3.9 g of N-(trans-4-methylcyclohexyl)-4-(2-chloroethoxy)-3-methoxycinnamamide (Example 138) and 18 ml of pyrrolidine, a reaction similar to that conducted in Example 142 was carried out. As a result, 2.68 g of N-(trans-4-methylcyclohexyl)-4-[2-(1-pyrrolidinyl)ethoxy]-3-methoxycinnamamide (a compound of the present invention) was obtained as white crystal, which had the following physiochemical properties: Starting materials: C1(CC1)C1=NN(C2=CC=CC(=C12)[N+](=O)[O-])CC1=NN(C=C1)CC (3-cyclopropyl-1-((1-ethyl-1H-pyrazol-3-yl)methyl)-4-nitro-1H-indazole), [NH4+].[Cl-] (NH4Cl). Reagents/catalysts: [Fe] (iron). The solvent is CCO.O (EtOH H2O). Run at temperature 60 celsius. Yields the product C1(CC1)C1=NN(C=2C=CC=C(C12)N)CC1=NN(C=C1)CC (3-cyclopropyl-1-((1-ethyl-1H-pyrazol-3-yl)methyl)-1H-indazol-4-amine). The yield is 103.8%. RXN SMILES: [CH:1]1([C:4]2[C:12]3[C:7](=[CH:8][CH:9]=[CH:10][C:11]=3[N+:13]([O-])=O)[N:6]([CH2:16][C:17]3[CH:21]=[CH:20][N:19]([CH2:22][CH3:23])[N:18]=3)[N:5]=2)[CH2:3][CH2:2]1.[NH4+].[Cl-]>CCO.O.[Fe]>[CH:1]1([C:4]2[C:12]3[C:11]([NH2:13])=[CH:10][CH:9]=[CH:8][C:7]=3[N:6]([CH2:16][C:17]3[CH:21]=[CH:20][N:19]([CH2:22][CH3:23])[N:18]=3)[N:5]=2)[CH2:2][CH2:3]1 |f:1.2,3.4|. Reported procedure: To a suspension of 3-cyclopropyl-1-((1-ethyl-1H-pyrazol-3-yl)methyl)-4-nitro-1H-indazole (7.55 g, 24.3 mmol) in EtOH/H2O (70 mL/15 mL) was added iron powder (27.1 g, 485 mmol) and NH4Cl (1.30 g, 24.3 mmol). The reaction mixture was heated to reflux for 3 hours. The mixture was cooled to 60° C. and filtered through a pad of Celite washing with a 20:1 EtOH/Et3N (300 mL) and 1:1 MeOH/DCM (300 mL). The filtrate was concentrated under reduced pressure. The residue was dissolved in EtOAc (300 mL), was...